Dataset: the Open Reaction Database (ORD), a public repository of structured organic reaction records. Task: describe an organic reaction: reactants, conditions, products, and yield Starting materials: CCOC(=O)c1cccc(Nc2nccc(-c3ccnc(Cl)c3)n2)c1, CCO, Cl, [Na+], [OH-]. The product is O=C(O)c1cccc(Nc2nccc(-c3ccnc(Cl)c3)n2)c1. Reaction SMILES: [CH2:1]([CH3:2])[O:3][C:4](=[O:5])[c:6]1[cH:7][c:8]([NH:12][c:13]2[n:14][cH:15][cH:16][c:17](-[c:19]3[cH:20][c:21]([Cl:25])[n:22][cH:23][cH:24]3)[n:18]2)[cH:9][cH:10][cH:11]1.[CH3:29][CH2:30][OH:31].[ClH:28].[Na+:27].[OH-:26]>>[O:3]=[C:4]([OH:5])[c:6]1[cH:7][c:8]([NH:12][c:13]2[n:14][cH:15][cH:16][c:17](-[c:19]3[cH:20][c:21]([Cl:25])[n:22][cH:23][cH:24]3)[n:18]2)[cH:9][cH:10][cH:11]1. Starting materials: C1(CCCCC1)C[C@@H]([C@H](C[C@@H]1OCOC1(C)C)O)NC([C@@H](N(C([C@@H](NC(=O)N1CCCCC1)CC1=CC=CC=C1)=O)C)CC1=CNC=N1)=O ((4S)-4-[(2S,3S)-4-cyclohexyl-2-hydroxy-3-[[Nα-methyl-N α-(N-piperidinocarbonyl-L-phenylalanyl)-L-histidyl]amino]butyl]-5,5-dimethyl-1,3-dioxolane), O.C(CC(O)(C(=O)O)CC(=O)O)(=O)O (citric acid monohydrate). Run in C(C)(=O)OCC (ethyl acetate), C(C)(=O)OCC (ethyl acetate). Conditions: time 15 minute. The product is C(CC(O)(C(=O)O)CC(=O)O)(=O)O.C1(CCCCC1)C[C@@H]([C@H](C[C@@H]1OCOC1(C)C)O)NC([C@@H](N(C([C@@H](NC(=O)N1CCCCC1)CC1=CC=CC=C1)=O)C)CC1=CNC=N1)=O ((4S)-4-[(2S,3S)-4-cyclohexyl-2-hydroxy-3-[[Nα-methyl-N α-(N-piperidinocarbonyl-L-phenylalanyl)-L-histidyl]amino]butyl]-5,5-dimethyl-1,3-dioxolane citrate). Isolated yield 66.8%. RXN SMILES: [CH:1]1([CH2:7][C@H:8]([NH:19][C:20](=[O:49])[C@H:21]([CH2:43][C:44]2[N:48]=[CH:47][NH:46][CH:45]=2)[N:22]([CH3:42])[C:23](=[O:41])[C@H:24]([CH2:34][C:35]2[CH:40]=[CH:39][CH:38]=[CH:37][CH:36]=2)[NH:25][C:26]([N:28]2[CH2:33][CH2:32][CH2:31][CH2:30][CH2:29]2)=[O:27])[C@@H:9]([OH:18])[CH2:10][C@H:11]2[C:15]([CH3:17])([CH3:16])[O:14][CH2:13][O:12]2)[CH2:6][CH2:5][CH2:4][CH2:3][CH2:2]1.O.[C:51]([OH:63])(=[O:62])[CH2:52][C:53]([CH2:58][C:59]([OH:61])=[O:60])([C:55]([OH:57])=[O:56])[OH:54]>C(OCC)(=O)C>[C:51]([OH:63])(=[O:62])[CH2:52][C:53]([CH2:58][C:59]([OH:61])=[O:60])([C:55]([OH:57])=[O:56])[OH:54].[CH:1]1([CH2:7][C@H:8]([NH:19][C:20](=[O:49])[C@H:21]([CH2:43][C:44]2[N:48]=[CH:47][NH:46][CH:45]=2)[N:22]([CH3:42])[C:23](=[O:41])[C@H:24]([CH2:34][C:35]2[CH:36]=[CH:37][CH:38]=[CH:39][CH:40]=2)[NH:25][C:26]([N:28]2[CH2:33][CH2:32][CH2:31][CH2:30][CH2:29]2)=[O:27])[C@@H:9]([OH:18])[CH2:10][C@H:11]2[C:15]([CH3:17])([CH3:16])[O:14][CH2:13][O:12]2)[CH2:6][CH2:5][CH2:4][CH2:3][CH2:2]1 |f:1.2,4.5|. Procedure details: The compound (300 mg) obtained in Example 1 was dissolved in ethyl acetate (3 ml) and a solution of citric acid monohydrate (92.7 mg) in ethyl acetate (5 ml) was dropwise added. After stirring at room temperature for 15 minutes, crystals were collected by filtration and dried under reduced pressure to give 257 mg of the title compound as white crystals (see Table 16). Starting materials: N(=[N+]=[N-])C[C@H](CC1=C(C=C(C=C1)Cl)Cl)NC(=O)C=1SC(=CC1)C=1C2=C(N=CN1)CC[C@H]2C (N-((S)-1-azido-3-(2,4-dichlorophenyl)propan-2-yl)-5-((R)-5-methyl-6,7-dihydro-5H-cyclopenta[d]pyrimidin-4-yl)thiophene-2-carboxamide). Reagents/catalysts: [Pd] (Pd/C). Solvent: CO (methanol). Reaction conditions: time 2 hour. The product is NC[C@H](CC1=C(C=C(C=C1)Cl)Cl)NC(=O)C=1SC(=CC1)C=1C2=C(N=CN1)CC[C@H]2C (N-((S)-1-amino-3-(2,4-dichlorophenyl)propan-2-yl)-5-((R)-5-methyl-6,7-dihydro-5H-cyclopenta[d]pyrimidin-4-yl)thiophene-2-carboxamide). Isolated yield 94.9%. Reaction SMILES: [N:1]([CH2:4][C@@H:5]([NH:15][C:16]([C:18]1[S:19][C:20]([C:23]2[C:24]3[C@H:31]([CH3:32])[CH2:30][CH2:29][C:25]=3[N:26]=[CH:27][N:28]=2)=[CH:21][CH:22]=1)=[O:17])[CH2:6][C:7]1[CH:12]=[CH:11][C:10]([Cl:13])=[CH:9][C:8]=1[Cl:14])=[N+]=[N-]>CO.[Pd]>[NH2:1][CH2:4][C@@H:5]([NH:15][C:16]([C:18]1[S:19][C:20]([C:23]2[C:24]3[C@H:31]([CH3:32])[CH2:30][CH2:29][C:25]=3[N:26]=[CH:27][N:28]=2)=[CH:21][CH:22]=1)=[O:17])[CH2:6][C:7]1[CH:12]=[CH:11][C:10]([Cl:13])=[CH:9][C:8]=1[Cl:14]. Reported procedure: 10% Pd/C (6 mg) was added to a solution of N-((S)-1-azido-3-(2,4-dichlorophenyl)propan-2-yl)-5-((R)-5-methyl-6,7-dihydro-5H-cyclopenta[d]pyrimidin-4-yl)thiophene-2-carboxamide (59 mg, 0.121 mmol) in methanol (2.5 mL). The solution was put under vacuum and purged with H2 (3×), and then the reaction mixture was stirred under a hydrogen atmosphere for 2 hours. LC-MS analysis of the reaction mixture showed no more starting material. The reaction mixture was filtered and concentrated to yield N-((S)-... The reactants are CO, CC(C)O, COc1cc2ncnc(Cl)c2cc1OC, Nc1cc(N)cc(Cl)c1. The product is Cl, COc1cc2ncnc(Nc3cc(N)cc(Cl)c3)c2cc1OC. RXN SMILES: [CH3:29][OH:30].[CH:25]([OH:26])([CH3:27])[CH3:28].[Cl:1][c:2]1[n:3][cH:4][n:5][c:6]2[cH:7][c:8]([O:14][CH3:15])[c:9]([O:12][CH3:13])[cH:10][c:11]12.[NH2:16][c:17]1[cH:18][c:19]([Cl:24])[cH:20][c:21]([NH2:22])[cH:23]1>>[ClH:1].[c:2]1([NH:16][c:17]2[cH:18][c:19]([Cl:24])[cH:20][c:21]([NH2:22])[cH:23]2)[n:3][cH:4][n:5][c:6]2[cH:7][c:8]([O:14][CH3:15])[c:9]([O:12][CH3:13])[cH:10][c:11]12. Procedure: Step AU (3). To a solution of 3-amino-3-(3-isopropoxyphenyl)propanoic acid (65 g, 291 mmol) and TFA (100 mL) was added TFAA (100 mL). The mixture was warmed up to 95° C. for 2 h. The solvent was evaporated under high vacuum to afford a sticky oil which was taken into EtOAc (500 mL) and water (300 mL). The organic layer was separated, dried over Na2SO4, and concentrated in vacuo. The residue was purified using silica-gel chromatography (10-30% EtOAc/Hexane) to afford 20 g (23% yield) of 2,2,2-tri... Isolated yield 23.0%. RXN SMILES: [NH2:1][CH:2]([C:7]1[CH:12]=[CH:11][CH:10]=[C:9]([O:13][CH:14]([CH3:16])[CH3:15])[CH:8]=1)[CH2:3][C:4]([OH:6])=O.[C:17](O)([C:19]([F:22])([F:21])[F:20])=[O:18].C(OC(C(F)(F)F)=O)(C(F)(F)F)=O.CCOC(C)=O>O>[F:20][C:19]([F:22])([F:21])[C:17]([NH:1][CH:2]1[C:7]2[C:12](=[CH:11][CH:10]=[C:9]([O:13][CH:14]([CH3:16])[CH3:15])[CH:8]=2)[C:4](=[O:6])[CH2:3]1)=[O:18]. Product: FC(C(=O)NC1CC(C2=CC=C(C=C12)OC(C)C)=O)(F)F (2,2,2-trifluoro-N-(6-isopropoxy-3-oxo-2,3-dihydro-1H-inden-1-yl)acetamide). Starting materials: NC(CC(=O)O)C1=CC(=CC=C1)OC(C)C (3-amino-3-(3-isopropoxyphenyl)propanoic acid), C(=O)(C(F)(F)F)O (TFA), C(=O)(C(F)(F)F)OC(=O)C(F)(F)F (TFAA), ( 3 ), CCOC(=O)C (EtOAc). Conditions: temperature 95 celsius. Solvent: O (water). The reactants are CS(=O)C=1N=CC=2C(N(C=3N(C2N1)C=CN3)C3=CC=C(C=C3)OCC=C)=O (2-(methylsulfinyl)-6-[4-(prop-2-en-1-yloxy)phenyl]imidazo[1,2-a]pyrimido[5,4-e]pyrimidin-5(6H)-one), NC1=CC=C2C3(CN(CC2=C1)C(=O)OC(C)(C)C)CC3 (tert-butyl 7′-amino-1′H-spiro[cyclopropane-1,4′-isoquinoline]-2′(3′H)-carboxylate). Run in C(C)(=O)OCC (ethyl acetate), C(C)#N (acetonitrile). Conditions: temperature 60 celsius. Product: O=C1N(C=2N(C3=C1C=NC(=N3)NC3=CC=C1C4(CN(CC1=C3)C(=O)OC(C)(C)C)CC4)C=CN2)C2=CC=C(C=C2)OCC=C (tert-butyl 7′-({5-oxo-6-[4-(prop-2-en-1-yloxy)phenyl]-5,6-dihydroimidazo[1,2-a]pyrimido[5,4-e]pyrimidin-2-yl}amino)-1′H-spiro[cyclopropane-1,4′-isoquinoline]-2′(3′H)-carboxylate). Reaction SMILES: CS([C:4]1[N:5]=[CH:6][C:7]2[C:8](=[O:27])[N:9]([C:17]3[CH:22]=[CH:21][C:20]([O:23][CH2:24][CH:25]=[CH2:26])=[CH:19][CH:18]=3)[C:10]3[N:11]([CH:14]=[CH:15][N:16]=3)[C:12]=2[N:13]=1)=O.[NH2:28][C:29]1[CH:38]=[C:37]2[C:32]([C:33]3([CH2:47][CH2:46]3)[CH2:34][N:35]([C:39]([O:41][C:42]([CH3:45])([CH3:44])[CH3:43])=[O:40])[CH2:36]2)=[CH:31][CH:30]=1>C(#N)C.C(OCC)(=O)C>[O:27]=[C:8]1[C:7]2[CH:6]=[N:5][C:4]([NH:28][C:29]3[CH:38]=[C:37]4[C:32]([C:33]5([CH2:46][CH2:47]5)[CH2:34][N:35]([C:39]([O:41][C:42]([CH3:43])([CH3:44])[CH3:45])=[O:40])[CH2:36]4)=[CH:31][CH:30]=3)=[N:13][C:12]=2[N:11]2[CH:14]=[CH:15][N:16]=[C:10]2[N:9]1[C:17]1[CH:22]=[CH:21][C:20]([O:23][CH2:24][CH:25]=[CH2:26])=[CH:19][CH:18]=1. Procedure: To a solution of Example 205E (125 mg, 0.328 mmol) in 4 mL acetonitrile was added tert-butyl 7′-amino-1′H-spiro[cyclopropane-1,4′-isoquinoline]-2′(3′H)-carboxylate (108 mg, 0.393 mmol). The reaction was heated to 60° C. overnight, cooled, diluted with ethyl acetate, washed with saturated aqueous NaHCO3, water, and brine, dried over MgSO4, filtered, and concentrated. The crude material was purified by chromatography with an Analogix 280 with an SF 24-40 column, 20% to 100% ethyl acetate/hexane gr...